From a dataset of the Open Reaction Database (ORD), a public repository of structured organic reaction records. describe an organic reaction: reactants, conditions, products, and yield Reactants: Cl.ClC1=CC=C(CNC[C@@H](CP(O)(=O)CC2=CC=C(C=C2)C)O)C=C1 (3-(p-chlorobenzylamino)-2(S)-hydroxy-propyl(p-methylbenzyl)phosphinic acid hydrochloride). Solvent: C(C)O (ethanol). Product: C1C(C)O1 (propylenoxide), ClC1=CC=C(CNC[C@@H](CP(O)(=O)CC2=CC=C(C=C2)C)O)C=C1 (3-(p-chlorobenzylamino)-2(S)-hydroxy-propyl(p-methylbenzyl)phosphinic acid). RXN SMILES: Cl.[Cl:2][C:3]1[CH:25]=[CH:24][C:6]([CH2:7][NH:8][CH2:9][C@H:10]([OH:23])[CH2:11][P:12]([CH2:15][C:16]2[CH:21]=[CH:20][C:19]([CH3:22])=[CH:18][CH:17]=2)(=[O:14])[OH:13])=[CH:5][CH:4]=1>C(O)C>[CH2:9]1[O:23][CH:10]1[CH3:11].[Cl:2][C:3]1[CH:25]=[CH:24][C:6]([CH2:7][NH:8][CH2:9][C@H:10]([OH:23])[CH2:11][P:12]([CH2:15][C:16]2[CH:17]=[CH:18][C:19]([CH3:22])=[CH:20][CH:21]=2)(=[O:13])[OH:14])=[CH:5][CH:4]=1 |f:0.1|. Procedure: In a manner analogous to that described in Preparation Example 2 3-(p-chlorobenzylamino)-2(S)-hydroxy-propyl(p-methylbenzyl)phosphinic acid hydrochloride of m.p. 209°-210° can be manufactured. Dissolution in ethanol and treatment with propylenoxide yields 3-(p-chlorobenzylamino)-2(S)-hydroxy-propyl(p-methylbenzyl)phosphinic acid of m.p. 239.5-241. Starting materials: O=C1C(=C(C2=C(O1)C1=CC=CC=C1C2)N2CCCC2)C#N (2-oxo-4-(pyrrolidin-1-yl)-2,5-dihydroindeno[1,2-b]pyran-3-carbonitrile), indanone-1, [H-].[Na+] (NaH). The solvent is C1CCOC1 (THF). Yields the product N1(CCCC1)C1=C2C(=C3CC=4C=CC=CC4C3=C1C#N)C1=CC=CC=C1C2 (6-Pyrrolidin-1-yl-7,12-dihydro-indeno[1,2-a]fluorene-5-carbonitrile). As a reaction SMILES: O=[C:2]1O[C:6]2[C:8]3[C:13]([CH2:14][C:5]=2[C:4]([N:15]2[CH2:19][CH2:18][CH2:17][CH2:16]2)=[C:3]1[C:20]#[N:21])=[CH:12][CH:11]=[CH:10][CH:9]=3.[H-].[Na+]>C1COCC1>[N:15]1([C:4]2[C:3]([C:20]#[N:21])=[C:2]3[C:5]([CH2:6][C:8]4[CH:9]=[CH:10][CH:11]=[CH:12][C:13]=43)=[C:6]3[C:8]4[C:13]([CH2:14][C:5]=23)=[CH:12][CH:11]=[CH:10][CH:9]=4)[CH2:19][CH2:18][CH2:17][CH2:16]1 |f:1.2|. Procedure details: A mixture of 2-oxo-4-(pyrrolidin-1-yl)-2,5-dihydroindeno[1,2-b]pyran-3-carbonitrile (278 mg), indanone-1 (132 mg) and NaH (46 mg) in THF was stirred for <5 min. After completion, the reaction solvent was evaporated under vacuum to dryness and crude solid was quenched with ice water and subsequently neutralized with dil. HCl, finally purified by column chromatography using ethylacetate-hexane as eluent. White solid; mp 158-160° C.; 1H NMR (300 MHz, CDC3) δ 2.01-2.10 (m, 2H, CH2), 3.75-3.85 (m, 4H...